From a dataset of the Open Reaction Database (ORD), a public repository of structured organic reaction records. describe an organic reaction: reactants, conditions, products, and yield The reactants are solution, [I-].[Na+] (sodium iodide), C(O)([O-])=O.[Na+] (sodium hydrogen carbonate), solution, FC(C=1C=C(C=CC1)C=1N=C(SC1)CO)(F)F ({4-[3-(trifluoromethyl)phenyl]-1,3-thiazol-2-yl}methanol), C(C(=O)Cl)(=O)Cl (oxalyl chloride). Solvent: CC(=O)C (acetone), O (Water), O1CCCC1 (tetrahydrofuran). Run at time 8 hour. The product is ICC=1SC=C(N1)C1=CC(=CC=C1)C(F)(F)F (2-(iodomethyl)-4-[3-(trifluoromethyl)phenyl]-1,3-thiazole). The yield is 31.2%. Reaction SMILES: [F:1][C:2]([F:17])([F:16])[C:3]1[CH:4]=[C:5]([C:9]2[N:10]=[C:11]([CH2:14]O)[S:12][CH:13]=2)[CH:6]=[CH:7][CH:8]=1.C(Cl)(=O)C(Cl)=O.C(=O)([O-])O.[Na+].[I-:29].[Na+]>O1CCCC1.CC(C)=O.O>[I:29][CH2:14][C:11]1[S:12][CH:13]=[C:9]([C:5]2[CH:6]=[CH:7][CH:8]=[C:3]([C:2]([F:17])([F:16])[F:1])[CH:4]=2)[N:10]=1 |f:2.3,4.5|. Procedure: To a solution (5 mL) of the compound (1.2 g, 4.6 mmol) obtained in Example 190b in tetrahydrofuran was added oxalyl chloride (0.68 mL, 9.3 mmol), and the mixture was stirred at room temperature overnight. The reaction mixture was neutralized with saturated aqueous sodium hydrogen carbonate, and the mixture was extracted with ethyl acetate. The obtained organic layer was washed with saturated brine, and dried over anhydrous sodium sulfate. The solvent was evaporated under reduced pressure. To a s... The reactants are CN1C(CCCCC1)=O (N-methylcaprolactam), COS(=O)(=O)OC (dimethylsulfate). Run in C(C)OCC (diethyl ether). Yields the product COS(=O)(=O)[O-].COC1=[N+](CCCCC1)C (2-methoxy-1-methyl-4,5,6,7-tetrahydro-3H-azepinium methylsulfate). Yield: 182.3%. As a reaction SMILES: [CH3:1][N:2]1[CH2:8][CH2:7][CH2:6][CH2:5][CH2:4][C:3]1=[O:9].[CH3:10][O:11][S:12]([O:15]C)(=[O:14])=[O:13]>C(OCC)C>[CH3:10][O:11][S:12]([O-:15])(=[O:14])=[O:13].[CH3:10][O:9][C:3]1[CH2:4][CH2:5][CH2:6][CH2:7][CH2:8][N+:2]=1[CH3:1] |f:3.4|. Procedure details: Stir 190 g of N-methylcaprolactam and 189 g of dimethylsulfate for 3 hours at 80° C. Cool the resulting reaction mixture to ambient temperature before shaking it with diethyl ether and then freeing it from solvent residue in vacuo to obtain 346 grams (g) of 2-methoxy-1-methyl-4,5,6,7-tetrahydro-3H-azepinium methylsulfate as a light yellow oil. Add this oil, drop by drop, to a solution of 110 g of dimethylamine in 600 milliliters (ml) of benzene while stirring and boil the thus-prepared admixture...